This data is from the Open Reaction Database (ORD), a public repository of structured organic reaction records. The task is: describe an organic reaction: reactants, conditions, products, and yield Starting materials: CC(C(=O)Cl)(C)SC (2-methyl-2-(methylthio)propanoyl chloride), N[C@@H](CS)C(=O)O (L-Cysteine), Cl (hydrochloric acid). Run in C([O-])([O-])=O.[K+].[K+] (potassium carbonate). Conditions: temperature 0 celsius. Yields the product CC(C(=O)N[C@@H](CS)C(=O)O)(C)SC (N-[2-Methyl-2-(methylthio)propanoyl]-L-cysteine). The yield is 89.2%. As a reaction SMILES: [NH2:1][C@H:2]([C:5]([OH:7])=[O:6])[CH2:3][SH:4].[CH3:8][C:9]([S:14][CH3:15])([CH3:13])[C:10](Cl)=[O:11].Cl>C(=O)([O-])[O-].[K+].[K+]>[CH3:8][C:9]([S:14][CH3:15])([CH3:13])[C:10]([NH:1][C@H:2]([C:5]([OH:7])=[O:6])[CH2:3][SH:4])=[O:11] |f:3.4.5|. Reported procedure: L-Cysteine (7.1 g) is dissolved in 88 ml of 2 M potassium carbonate and 7.5 g of 2-methyl-2-(methylthio)propanoyl chloride [b.p. 78° C. (37 mmHg)] is added dropwise while stirring under a nitrogen atmosphere at 0° C. After the addition, the mixture is stirred overnight at room temperature. The mixture is acidified with hydrochloric acid and the obtained crystals are separated by filtration and dried to yield 10.4 g (89.8%) of the titled compound. Starting materials: CC#N, COC(CN(C)C(=O)CCl)OC, [I-], [K+], NC1CCC(O)CC1, [Na+], [Na+], O=C([O-])[O-]. Yields the product COC(CN(C)C(=O)CNC1CCC(O)CC1)OC. As a reaction SMILES: [CH3:29][C:30]#[N:31].[Cl:1][CH2:2][C:3](=[O:4])[N:5]([CH3:6])[CH2:7][CH:8]([O:9][CH3:10])[O:11][CH3:12].[I-:28].[K+:27].[NH2:13][CH:14]1[CH2:15][CH2:16][CH:17]([OH:20])[CH2:18][CH2:19]1.[Na+:21].[Na+:22].[O-:23][C:24](=[O:25])[O-:26]>>[CH2:2]([C:3](=[O:4])[N:5]([CH3:6])[CH2:7][CH:8]([O:9][CH3:10])[O:11][CH3:12])[NH:13][CH:14]1[CH2:15][CH2:16][CH:17]([OH:20])[CH2:18][CH2:19]1. Reactants: O=[N+]([O-])c1ccc(CCBr)cc1, O=C([O-])[O-], C1COCCN1, CS(C)=O, [K+], [K+]. Product: O=[N+]([O-])c1ccc(CCN2CCOCC2)cc1. Reaction SMILES: [Br:1][CH2:2][CH2:3][c:4]1[cH:5][cH:6][c:7]([N+:10](=[O:11])[O-:12])[cH:8][cH:9]1.[C:19](=[O:20])([O-:21])[O-:22].[CH2:13]1[CH2:14][O:15][CH2:16][CH2:17][NH:18]1.[CH3:25][S:26]([CH3:27])=[O:28].[K+:23].[K+:24]>>[CH2:2]([CH2:3][c:4]1[cH:5][cH:6][c:7]([N+:10](=[O:11])[O-:12])[cH:8][cH:9]1)[N:18]1[CH2:13][CH2:14][O:15][CH2:16][CH2:17]1. Starting materials: FC=1C(=NC=C(C1)Cl)C(=O)Cl (3-fluoro-5chloro-2-pyridinecarbonyl chloride), N (ammonia). Solvent: O1CCCC1 (tetrahydrofuran). Run at time 4 hour. Yields the product FC=1C(=NC=C(C1)Cl)C(=O)N (3-Fluoro-5-chloro-2-pyridinecarboxamide). Reaction SMILES: [F:1][C:2]1[C:3]([C:9](Cl)=[O:10])=[N:4][CH:5]=[C:6]([Cl:8])[CH:7]=1.[NH3:12]>O1CCCC1>[F:1][C:2]1[C:3]([C:9]([NH2:12])=[O:10])=[N:4][CH:5]=[C:6]([Cl:8])[CH:7]=1. Reported procedure: 4.0 g of 3-fluoro-5chloro-2-pyridinecarbonyl chloride (Example H6) are added in portions to a stirred mixture of 26 ml of 30% aqueous ammonia solution and 4 ml of tetrahydrofuran. The yellowish suspension is subsequently stirred for 4 hours and filtered and the material on the filter is washed with water and n-hexane. After drying in vacuo at 40° C., 1.34 g of the desired compound are obtained as a white solid of melting point 162-164° C.